From a dataset of the Open Reaction Database (ORD), a public repository of structured organic reaction records. describe an organic reaction: reactants, conditions, products, and yield The reactants are NCCNCc1ccccc1, NS(N)(=O)=O, c1ccncc1. Yields the product O=S1(=O)NCCN1Cc1ccccc1. Reaction SMILES: [CH2:6]([c:7]1[cH:8][cH:9][cH:10][cH:11][cH:12]1)[NH:13][CH2:14][CH2:15][NH2:16].[NH2:1][S:2]([NH2:3])(=[O:4])=[O:5].[cH:17]1[cH:18][cH:19][n:20][cH:21][cH:22]1>>[S:2]1(=[O:4])(=[O:5])[N:13]([CH2:6][c:7]2[cH:8][cH:9][cH:10][cH:11][cH:12]2)[CH2:14][CH2:15][NH:16]1.